Dataset: the Open Reaction Database (ORD), a public repository of structured organic reaction records. Task: describe an organic reaction: reactants, conditions, products, and yield The reactants are COC(=O)C=1CN(CCC1)CCOC=C(C1=C(C=CC=C1)C)C1=CC(=CC=C1)Cl (1-(2-((2-(3-Chlorophenyl)-2-(2-methylphenyl)ethenyl)oxy)ethyl)-1,2,5,6-tetrahydro-3-pyridinecarboxylic methyl ester), ClCCl (Dichloromethane), [OH-].[Na+] (sodium hydroxide), Cl (hydro chloric acid). Run in C(C)O (ethanol). Conditions: time 3 hour. Product: Cl.ClC=1C=C(C=CC1)C(=COCCN1CC(=CCC1)C(=O)O)C1=C(C=CC=C1)C (1-(2-((2-(3-Chlorophenyl)-2-(2-methylphenyl)ethenyl)oxy)ethyl)-1,2,5,6-tetrahydro-3-pyridinecarboxylic acid hydrochloride). Isolated yield 55.0%. As a reaction SMILES: C[O:2][C:3]([C:5]1[CH2:6][N:7]([CH2:11][CH2:12][O:13][CH:14]=[C:15]([C:23]2[CH:28]=[CH:27][CH:26]=[C:25]([Cl:29])[CH:24]=2)[C:16]2[CH:21]=[CH:20][CH:19]=[CH:18][C:17]=2[CH3:22])[CH2:8][CH2:9][CH:10]=1)=[O:4].[OH-].[Na+].Cl.ClCCl>C(O)C>[ClH:29].[Cl:29][C:25]1[CH:24]=[C:23]([C:15]([C:16]2[CH:21]=[CH:20][CH:19]=[CH:18][C:17]=2[CH3:22])=[CH:14][O:13][CH2:12][CH2:11][N:7]2[CH2:8][CH2:9][CH:10]=[C:5]([C:3]([OH:4])=[O:2])[CH2:6]2)[CH:28]=[CH:27][CH:26]=1 |f:1.2,6.7|. Procedure details: 1-(2-((2-(3-Chlorophenyl)-2-(2-methylphenyl)ethenyl)oxy)ethyl)-1,2,5,6-tetrahydro-3-pyridinecarboxylic methyl ester (0.60 g, 0.0014 mol, prepared similarly to the method described in Example 70) was dissolved in ethanol (5 ml) and 12 N sodium hydroxide solution (0.35 ml) was introduced. After stirring the solution at room temperature for 3 h, 37% hydro chloric acid solution was added, until the pH 1. Dichloromethane (200 ml) was introduced, and the mixture was dried (Na2SO4), filtered and evapor... Starting materials: C(C1=CC=CC=C1)C1CCNCC1 (4-benzylpiperidine), ClC1=C(C=CC=C1)N=C=O (2-chlorophenyl isocyanate). Product: ClC1=C(C=CC=C1)NC(=O)N1CCC(CC1)CC1=CC=CC=C1 (4-Benzyl-piperidine-1-carboxylic acid (2-chloro-phenyl)-amide). RXN SMILES: [CH2:1]([CH:8]1[CH2:13][CH2:12][NH:11][CH2:10][CH2:9]1)[C:2]1[CH:7]=[CH:6][CH:5]=[CH:4][CH:3]=1.[Cl:14][C:15]1[CH:20]=[CH:19][CH:18]=[CH:17][C:16]=1[N:21]=[C:22]=[O:23]>>[Cl:14][C:15]1[CH:20]=[CH:19][CH:18]=[CH:17][C:16]=1[NH:21][C:22]([N:11]1[CH2:12][CH2:13][CH:8]([CH2:1][C:2]2[CH:7]=[CH:6][CH:5]=[CH:4][CH:3]=2)[CH2:9][CH2:10]1)=[O:23]. Procedure: The title compound was prepared from 4-benzylpiperidine and 2-chlorophenyl isocyanate. 1H NMR (400 MHz, CDCl3): 8.19 (dd, J=8.3, 1.5 Hz, 1H), 7.33-7.12 (m, 7H), 7.03 (br s, 1H), 6.96-6.90 (m, 1H), 4.12-4.05 (m, 2H), 2.85 (td, J=13, 2.3 Hz, 2H), 2.57 (d, J=6.8 Hz, 2H), 1.82-1.69 (m, 3H), 1.34-1.20 (m, 2H). Starting materials: CC(C)(C)OC(=O)CCN, ClCCCl, CN(C)c1ccncc1, CCOC(C)=O, CCN(C(C)C)C(C)C, COc1ccc2cc(-c3cc(-c4cc(Cl)cc(Cl)c4)nn3C(C)c3ccc(C(=O)O)cc3)ccc2c1, ClCCl, Cl, Cl. Yields the product COc1ccc2cc(-c3cc(-c4cc(Cl)cc(Cl)c4)nn3C(C)c3ccc(C(=O)NCCC(=O)OC(C)(C)C)cc3)ccc2c1. RXN SMILES: [C:38]([CH3:39])([CH3:40])([CH3:41])[O:42][C:43]([CH2:44][CH2:45][NH2:46])=[O:47].[CH2:57]([Cl:58])[CH2:59][Cl:60].[CH3:62][N:63]([c:64]1[cH:65][cH:66][n:67][cH:68][cH:69]1)[CH3:70].[CH3:74][CH2:75][O:76][C:77](=[O:78])[CH3:79].[CH:48]([N:49]([CH2:50][CH3:51])[CH:52]([CH3:53])[CH3:54])([CH3:55])[CH3:56].[Cl:1][c:2]1[cH:3][c:4](-[c:9]2[n:10][n:11]([CH:26]([CH3:27])[c:28]3[cH:29][cH:30][c:31]([C:32](=[O:33])[OH:34])[cH:35][cH:36]3)[c:12](-[c:14]3[cH:15][c:16]4[cH:17][cH:18][c:19]([O:24][CH3:25])[cH:20][c:21]4[cH:22][cH:23]3)[cH:13]2)[cH:5][c:6]([Cl:8])[cH:7]1.[Cl:71][CH2:72][Cl:73].[ClH:37].[ClH:61]>>[Cl:1][c:2]1[cH:3][c:4](-[c:9]2[n:10][n:11]([CH:26]([CH3:27])[c:28]3[cH:29][cH:30][c:31]([C:32](=[O:33])[NH:46][CH2:45][CH2:44][C:43]([O:42][C:38]([CH3:39])([CH3:40])[CH3:41])=[O:47])[cH:35][cH:36]3)[c:12](-[c:14]3[cH:15][c:16]4[cH:17][cH:18][c:19]([O:24][CH3:25])[cH:20][c:21]4[cH:22][cH:23]3)[cH:13]2)[cH:5][c:6]([Cl:8])[cH:7]1. The reactants are C(C)(C)(C)OC(CN1C=NC2=C1C=CC=C2)=O.FC(C(=O)[O-])(F)F.C(=O)(O)CN2C=[NH+]C1=C2C=CC=C1 (3-carboxymethyl-3H-benzoimidazol-1-ium trifluoro-acetate tert-Butyl 1H-benzimidazol-1-ylacetate), FC(C(=O)O)(F)F (trifluoroacetic acid). Run in ClCCl (dichloromethane). Conditions: time 24 hour. The product is FC(C(=O)[O-])(F)F.C(=O)(O)CN1C=[NH+]C2=C1C=CC=C2 (3-carboxymethyl-3H-benzoimidazol-1-ium trifluoro-acetate). The yield is 99.7%. Reaction SMILES: C([O:5][C:6](=[O:17])[CH2:7][N:8]1[C:12]2[CH:13]=[CH:14][CH:15]=[CH:16][C:11]=2[N:10]=[CH:9]1)(C)(C)C.[F:18][C:19]([F:24])([F:23])[C:20]([O-:22])=[O:21].C(CN1C2C=CC=CC=2[NH+]=C1)(O)=O.FC(F)(F)C(O)=O>ClCCl>[F:18][C:19]([F:24])([F:23])[C:20]([O-:22])=[O:21].[C:6]([CH2:7][N:8]1[C:12]2[CH:13]=[CH:14][CH:15]=[CH:16][C:11]=2[NH+:10]=[CH:9]1)([OH:17])=[O:5] |f:0.1.2,5.6|. Procedure: Part B: Synthesis of 3-carboxymethyl-3H-benzoimidazol-1-ium trifluoro-acetate tert-Butyl 1H-benzimidazol-1-ylacetate (110 mg, 0.47 mmol) was dissolved in dichloromethane (3 mL) and trifluoroacetic acid (1 mL) was added. The reaction was stirred at ambient temperature for 24 h and the solvents were removed to afford 3-carboxymethyl-3H-benzoimidazol-1-ium trifluoro-acetate (136 mg, 100%). Mass spectrum (ESI) m/z: 177.0. 1H NMR (400 MHz, CD3OD) δ ppm 5.3 (s, 2H), 7.5 (m, 2H), 7.8 (m, 2H), 9.4 (s, 1... The reactants are O=C([O-])[O-], CC1(C)OB(c2ccc([N+](=O)[O-])cc2)OC1(C)C, COCCOC, CCOC(C)=O, CN1CCN(Cc2cc3nc(Cl)nc(N4CC5CCC(C4)O5)c3s2)CC1, [Na+], [Na+], c1ccc(P(c2ccccc2)(c2ccccc2)[Pd](P(c2ccccc2)(c2ccccc2)c2ccccc2)(P(c2ccccc2)(c2ccccc2)c2ccccc2)P(c2ccccc2)(c2ccccc2)c2ccccc2)cc1. Product: CN1CCN(Cc2cc3nc(-c4ccc([N+](=O)[O-])cc4)nc(N4CC5CCC(C4)O5)c3s2)CC1. RXN SMILES: [C:45](=[O:46])([O-:47])[O-:48].[CH3:27][C:28]1([CH3:29])[C:30]([CH3:31])([CH3:32])[O:33][B:34]([c:35]2[cH:36][cH:37][c:38]([N+:41](=[O:42])[O-:43])[cH:39][cH:40]2)[O:44]1.[CH3:51][O:52][CH2:53][CH2:54][O:55][CH3:56].[CH3:57][CH2:58][O:59][C:60](=[O:61])[CH3:62].[Cl:1][c:2]1[n:3][c:4]([N:19]2[CH2:20][CH:21]3[CH2:22][CH2:23][CH:24]([CH2:25]2)[O:26]3)[c:5]2[c:6]([n:7]1)[cH:8][c:9]([CH2:11][N:12]1[CH2:13][CH2:14][N:15]([CH3:18])[CH2:16][CH2:17]1)[s:10]2.[Na+:49].[Na+:50].[cH:63]1[cH:64][cH:65][c:66]([P:67]([Pd:68]([P:69]([c:70]2[cH:71][cH:72][cH:73][cH:74][cH:75]2)([c:76]2[cH:77][cH:78][cH:79][cH:80][cH:81]2)[c:82]2[cH:83][cH:84][cH:85][cH:86][cH:87]2)([P:88]([c:89]2[cH:90][cH:91][cH:92][cH:93][cH:94]2)([c:95]2[cH:96][cH:97][cH:98][cH:99][cH:100]2)[c:101]2[cH:102][cH:103][cH:104][cH:105][cH:106]2)[P:107]([c:108]2[cH:109][cH:110][cH:111][cH:112][cH:113]2)([c:114]2[cH:115][cH:116][cH:117][cH:118][cH:119]2)[c:120]2[cH:121][cH:122][cH:123][cH:124][cH:125]2)([c:126]2[cH:127][cH:128][cH:129][cH:130][cH:131]2)[c:132]2[cH:133][cH:134][cH:135][cH:136][cH:137]2)[cH:138][cH:139]1>>[c:2]1(-[c:35]2[cH:36][cH:37][c:38]([N+:41](=[O:42])[O-:43])[cH:39][cH:40]2)[n:3][c:4]([N:19]2[CH2:20][CH:21]3[CH2:22][CH2:23][CH:24]([CH2:25]2)[O:26]3)[c:5]2[c:6]([n:7]1)[cH:8][c:9]([CH2:11][N:12]1[CH2:13][CH2:14][N:15]([CH3:18])[CH2:16][CH2:17]1)[s:10]2. The reactants are C(C)OC(=O)C\C=C\CC(C)C ((2E)-5-methyl-hex-2-ene carboxylic acid ethyl ester), O (water), [N+](=O)([O-])C (nitromethane), [F-].C(CCC)[N+](CCCC)(CCCC)CCCC (tetrabutylammonium fluoride). Solvent: C1CCOC1 (THF), C1CCOC1 (THF). Product: C(C)OC(=O)CCC(CC(C)C)C[N+](=O)[O-] (5-methyl-3-nitromethylhexane carboxylic acid ethyl ester). RXN SMILES: [CH2:1]([O:3][C:4]([CH2:6]/[CH:7]=[CH:8]/[CH2:9][CH:10]([CH3:12])[CH3:11])=[O:5])[CH3:2].[N+:13]([CH3:16])([O-:15])=[O:14].[F-].C([N+](CCCC)(CCCC)CCCC)CCC.O>C1COCC1>[CH2:1]([O:3][C:4]([CH2:6][CH2:7][CH:8]([CH2:16][N+:13]([O-:15])=[O:14])[CH2:9][CH:10]([CH3:11])[CH3:12])=[O:5])[CH3:2] |f:2.3|. Procedure: 0.485 mol (75.8 g) of the (2E)-5-methyl-hex-2-ene carboxylic acid ethyl ester produced according to 2.1. were dissolved under a nitrogen atmosphere in THF (abs.). 0.73 mol (39.1 ml) of nitromethane and 0.49 mol (485 ml) of a 1 molar tetrabutylammonium fluoride solution in THF were added, wherein an orange solution arose. The mixture was refluxed for 20 hours. After cooling, the mixture was combined with 280 ml of water and extracted four times with diethyl ether. The organic phase was extracted ...